describe an organic reaction: reactants, conditions, products, and yield From a dataset of the Open Reaction Database (ORD), a public repository of structured organic reaction records. The reactants are ClC1=NN2C(C(=N1)N(CC1=CC=C(C=C1)OC)C1CC1)=NC=C2C#N (2-chloro-4-(cyclopropyl(4-methoxybenzyl)amino)imidazo[2,1-f][1,2,4]triazine-7-carbonitrile), NC=1C(=C(C=C(C1)C#N)N1CC2C(CC1)N(CC2)C(=O)OC(C)(C)C)Cl (tert-butyl 5-(3-amino-2-chloro-5-cyanophenyl)octahydro-1H-pyrrolo[3,2-c]pyridine-1-carboxylate), CC1(C2=C(C(=CC=C2)P(C3=CC=CC=C3)C4=CC=CC=C4)OC5=C(C=CC=C51)P(C6=CC=CC=C6)C7=CC=CC=C7)C (xantphos), C([O-])([O-])=O.[Cs+].[Cs+] (cesium carbonate). The reagents and catalysts are C(C)(=O)[O-].[Pd+2].C(C)(=O)[O-] (palladium(ii) acetate), C1=CC=C(C=C1)P([C-]2C=CC=C2)C3=CC=CC=C3.C1=CC=C(C=C1)P([C-]2C=CC=C2)C3=CC=CC=C3.[Fe+2] (DPPF). Solvent: O1CCOCC1 (dioxane). Run at temperature 80 celsius. Product: ClC1=C(C=C(C=C1NC1=NN2C(C(=N1)N(CC1=CC=C(C=C1)OC)C1CC1)=NC=C2C#N)C#N)N2CC1C(CC2)N(CC1)C(=O)OC(C)(C)C (tert-butyl 5-(2-chloro-5-cyano-3-((7-cyano-4-(cyclopropyl(4-methoxybenzyl)amino)imidazo[2,1-f][1,2,4]triazin-2-yl)amino)phenyl)octahydro-1H-pyrrolo[3,2-c]pyridine-1-carboxylate). Isolated yield 73.3%. RXN SMILES: Cl[C:2]1[N:7]=[C:6]([N:8]([CH:18]2[CH2:20][CH2:19]2)[CH2:9][C:10]2[CH:15]=[CH:14][C:13]([O:16][CH3:17])=[CH:12][CH:11]=2)[C:5]2=[N:21][CH:22]=[C:23]([C:24]#[N:25])[N:4]2[N:3]=1.[NH2:26][C:27]1[C:28]([Cl:51])=[C:29]([N:35]2[CH2:40][CH2:39][CH:38]3[N:41]([C:44]([O:46][C:47]([CH3:50])([CH3:49])[CH3:48])=[O:45])[CH2:42][CH2:43][CH:37]3[CH2:36]2)[CH:30]=[C:31]([C:33]#[N:34])[CH:32]=1.CC1(C)C2C(=C(P(C3C=CC=CC=3)C3C=CC=CC=3)C=CC=2)OC2C(P(C3C=CC=CC=3)C3C=CC=CC=3)=CC=CC1=2.C(=O)([O-])[O-].[Cs+].[Cs+]>O1CCOCC1.C([O-])(=O)C.[Pd+2].C([O-])(=O)C.C1C=CC(P(C2C=CC=CC=2)[C-]2C=CC=C2)=CC=1.C1C=CC(P(C2C=CC=CC=2)[C-]2C=CC=C2)=CC=1.[Fe+2]>[Cl:51][C:28]1[C:27]([NH:26][C:2]2[N:7]=[C:6]([N:8]([CH:18]3[CH2:19][CH2:20]3)[CH2:9][C:10]3[CH:11]=[CH:12][C:13]([O:16][CH3:17])=[CH:14][CH:15]=3)[C:5]3=[N:21][CH:22]=[C:23]([C:24]#[N:25])[N:4]3[N:3]=2)=[CH:32][C:31]([C:33]#[N:34])=[CH:30][C:29]=1[N:35]1[CH2:40][CH2:39][CH:38]2[N:41]([C:44]([O:46][C:47]([CH3:50])([CH3:49])[CH3:48])=[O:45])[CH2:42][CH2:43][CH:37]2[CH2:36]1 |f:3.4.5,7.8.9,10.11.12|. Procedure details: A mixture of 2-chloro-4-(cyclopropyl(4-methoxybenzyl)amino)imidazo[2,1-f][1,2,4]triazine-7-carbonitrile (263 mg, 0.741 mmol), tert-butyl 5-(3-amino-2-chloro-5-cyanophenyl)octahydro-1H-pyrrolo[3,2-c]pyridine-1-carboxylate (266 mg, 0.706 mmol), palladium(ii) acetate (42.0 mg, 0.187 mmol), xantphos (40.8 mg, 0.071 mmol), DPPF (39.1 mg, 0.071 mmol) and cesium carbonate (598 mg, 1.835 mmol) in dioxane (10 ml) was evacuated and back filled with nitrogen three time and was heated at 80° C. for 10 h. Th... Reactants: FC(C(=O)O)(F)F (Trifluoroacetic acid), N#N.C(C)(C)(C)OC(=O)N[C@@H](C)C(=O)NC1C(OC(C1)=O)OCC1=CC=CC=C1 (N2 tert-butoxycarbonyl-N-(tetrahydro-2-benzyloxy-5-oxo-3-furanyl)-L-alaninamide), C1(=CC=CC=C1)CCCC=1N=C(NC1)C(=O)O (4-(3-Phenylpropyl)imidazole-2-carboxylic acid), Cl.CN(CCCN=C=NCC)C (1-(3-dimethylaminopropyl)-3-ethyl carbodiimide hydrochloride), C(C)(C)N(CC)C(C)C (Diisopropylethylamine), OC1=CC=CC=2NN=NC21 (hydroxybenzotriazole). The solvent is ClCCl (dichloromethane), CN(C)C=O (DMF), [Cl-].[Na+].O (brine). Conditions: temperature 0 celsius, time 75 minute. Product: N#N.C1(=CC=CC=C1)CCCC=1N=C(NC1)C(=O)N[C@@H](C)C(=O)NC1C(OC(C1)=O)OCC1=CC=CC=C1 (N2 [4-(3-Phenylpropyl)imidazole-2-carbonyl]-N-(tetrahydro-2-benzyloxy-5-oxo-3-furanyl)-L-alaninamide). Yield: 72.3%. Reaction SMILES: FC(F)(F)C(O)=O.N#N.C(O[C:15]([NH:17][C@H:18]([C:20]([NH:22][CH:23]1[CH2:27][C:26](=[O:28])[O:25][CH:24]1[O:29][CH2:30][C:31]1[CH:36]=[CH:35][CH:34]=[CH:33][CH:32]=1)=[O:21])[CH3:19])=[O:16])(C)(C)C.C(N(C(C)C)CC)(C)C.[C:46]1([CH2:52][CH2:53][CH2:54][C:55]2[N:56]=[C:57](C(O)=O)[NH:58][CH:59]=2)[CH:51]=[CH:50][CH:49]=[CH:48][CH:47]=1.Cl.CN(C)CCCN=C=NCC.OC1C2N=[N:82][NH:81]C=2C=CC=1>ClCCl.CN(C=O)C.[Cl-].[Na+].O>[N:81]#[N:82].[C:46]1([CH2:52][CH2:53][CH2:54][C:55]2[N:56]=[C:57]([C:15]([NH:17][C@H:18]([C:20]([NH:22][CH:23]3[CH2:27][C:26](=[O:28])[O:25][CH:24]3[O:29][CH2:30][C:31]3[CH:32]=[CH:33][CH:34]=[CH:35][CH:36]=3)=[O:21])[CH3:19])=[O:16])[NH:58][CH:59]=2)[CH:47]=[CH:48][CH:49]=[CH:50][CH:51]=1 |f:1.2,5.6,10.11.12,13.14|. Procedure: Trifluoroacetic acid (7 ml) was added to a solution of (2R,S, 3S) N2 -tert-butoxycarbonyl-N-(tetrahydro-2-benzyloxy-5-oxo-3-furanyl)-L-alaninamide (14) (1.00 g, 2.64 mmol) in dichloromethane (7 ml) at 0° C. The mixture was stirred at 0° C. for 75 min. The mixture was concentrated, and the residue treated with diethyl ether then the ether was removed under vacuum. This procedure was repeated twice to yield a pale yellow glass. The solid was dissolved in DMF (20 ml). Diisopropylethylamine (1.38 ml...